This data is from the Open Reaction Database (ORD), a public repository of structured organic reaction records. The task is: describe an organic reaction: reactants, conditions, products, and yield Reactants: C(C)(=O)OCC (Ethyl acetate), C(C1=CC=CC=C1)(=O)Cl (benzoyl chloride), N1=CC=CC=C1 (pyridine), FC1=C(C(=O)O)C=CC=C1NC (2-Fluoro3-(methylamino)benzoic acid). Solvent: O1CCCC1 (tetrahydrofuran). The product is FC1=C(C(=O)OC)C=CC=C1N(C(C1=CC=CC=C1)=O)C (methyl 2-fluoro-3-(N-methylbenzamido)benzoate). The yield is 64.0%. As a reaction SMILES: [F:1][C:2]1[C:10]([NH:11][CH3:12])=[CH:9][CH:8]=[CH:7]C=1C(O)=O.[C:13](Cl)(=[O:20])[C:14]1[CH:19]=[CH:18][CH:17]=[CH:16][CH:15]=1.N1C=CC=CC=1.[C:28]([O:31][CH2:32]C)(=[O:30])[CH3:29]>O1CCCC1>[F:1][C:2]1[C:10]([N:11]([CH3:12])[C:13](=[O:20])[C:14]2[CH:19]=[CH:18][CH:17]=[CH:16][CH:15]=2)=[CH:9][CH:8]=[CH:7][C:29]=1[C:28]([O:31][CH3:32])=[O:30]. Procedure: 2-Fluoro3-(methylamino)benzoic acid (1.42 g, 4.94 mmol) was dissolved in tetrahydrofuran (15 ml), and benzoyl chloride (0.83 g, 5.90 mmol) and pyridine (0.47 g, 5.94 mmol) were added thereto. The reaction mixture was allowed to react for 12 hours at room temperature. Ethyl acetate was added to the reaction solution, and the mixture was washed sequentially with water, a 1N hydrochloric acid, a saturated aqueous solution of sodium bicarbonate, and saturated saline, and then dried over anhydrous so... As a reaction SMILES: [Br:1][C:2]1[CH:3]=[N:4][C:5]2[N:6]([N:8]=[C:9]([C:11]([OH:13])=O)[CH:10]=2)[CH:7]=1.[CH3:14][C:15]1[C:19]([C:20]2[CH:21]=[C:22]3[C:27](=[CH:28][CH:29]=2)[CH:26]([CH3:30])[NH:25][CH2:24][CH2:23]3)=[C:18]([CH3:31])[O:17][N:16]=1>>[Br:1][C:2]1[CH:3]=[N:4][C:5]2[N:6]([N:8]=[C:9]([C:11]([N:25]3[CH2:24][CH2:23][C:22]4[C:27](=[CH:28][CH:29]=[C:20]([C:19]5[C:15]([CH3:14])=[N:16][O:17][C:18]=5[CH3:31])[CH:21]=4)[CH:26]3[CH3:30])=[O:13])[CH:10]=2)[CH:7]=1. The reactants are BrC=1C=NC=2N(C1)N=C(C2)C(=O)O (6-bromo-pyrazolo[1,5-a]pyrimidine-2-carboxylic acid), CC1=NOC(=C1C=1C=C2CCNC(C2=CC1)C)C (6-(3,5-Dimethyl-isoxazol-4-yl)-1-methyl-1,2,3,4-tetrahydro-isoquinoline). Procedure details: In close analogy to the procedure described in Example 1, 6-bromo-pyrazolo[1,5-a]pyrimidine-2-carboxylic acid is reacted with 6-(3,5-Dimethyl-isoxazol-4-yl)-1-methyl-1,2,3,4-tetrahydro-isoquinoline to provide the title compound in moderate yield. Yields the product BrC=1C=NC=2N(C1)N=C(C2)C(=O)N2C(C1=CC=C(C=C1CC2)C=2C(=NOC2C)C)C ((6-Bromo-pyrazolo[1,5-a]pyrimidin-2-yl)-[6-(3,5-dimethyl-isoxazol-4-yl)-1-methyl-3,4-dihydro-1H-isoquinolin-2-yl]-methanone). The reactants are C1(CCCCC1)CCC(=O)NC1C(NC2=C(C(=N1)C1=CC=CC=C1)C=CC=C2)=S (3-cyclohexyl-N-(2,3-dihydro-5-phenyl-2-thioxo-1H-1,4-benzodiazepin-3-yl)propanamide), NCCO (2-aminoethanol), [Cl-] (chloride). The solvent is C1CCOC1 (THF). Run at temperature 55 celsius, time 1 hour. Yields the product C1(CCCCC1)CCC(=O)NC1C(NC2=C(C(=N1)C1=CC=CC=C1)C=CC=C2)=NCCO (3-cyclohexyl-N-[2,3-dihydro-2-(2-hydroxyethylimino)-5-phenyl-1H-1,4-benzodiazepin-3-yl)propanamide). The yield is 69.4%. RXN SMILES: [CH:1]1([CH2:7][CH2:8][C:9]([NH:11][CH:12]2[N:18]=[C:17]([C:19]3[CH:24]=[CH:23][CH:22]=[CH:21][CH:20]=3)[C:16]3[CH:25]=[CH:26][CH:27]=[CH:28][C:15]=3[NH:14][C:13]2=S)=[O:10])[CH2:6][CH2:5][CH2:4][CH2:3][CH2:2]1.[NH2:30][CH2:31][CH2:32][OH:33].[Cl-]>C1COCC1>[CH:1]1([CH2:7][CH2:8][C:9]([NH:11][CH:12]2[N:18]=[C:17]([C:19]3[CH:24]=[CH:23][CH:22]=[CH:21][CH:20]=3)[C:16]3[CH:25]=[CH:26][CH:27]=[CH:28][C:15]=3[NH:14][C:13]2=[N:30][CH2:31][CH2:32][OH:33])=[O:10])[CH2:6][CH2:5][CH2:4][CH2:3][CH2:2]1. Procedure: A mixture of 3-cyclohexyl-N-(2,3-dihydro-5-phenyl-2-thioxo-1H-1,4-benzodiazepin-3-yl)propanamide (162 mg, 0.4 mmol), 2-aminoethanol (96 μL, 98 mg, 1.6 mmol) and mereuric chloride (141 mg, 0.52 mmol) in THF (5 mL) was stirred at 55° C. for 1 h. The solvent was evaporated under reduced pressure and the residue was triturated with EtOAc/Hexane. The solid was collected and dried in vacuo to give 3-cyclohexyl-N-[2,3-dihydro-2-(2-hydroxyethylimino)-5-phenyl-1H-1,4-benzodiazepin-3-yl)propanamide as a s... The reactants are CNCC (N-methylethylamine), 4,5-bis(diphenylphosphino)-9,9′-dimethylxanthene, CC(C)([O-])C.[Na+] (sodium t-butoxide), BrC1=NC=C(C=C1)Br (2,5-dibromopyridine), C1(=CC=CC=C1)C (toluene). The reagents and catalysts are C1=CC=C(C=C1)/C=C/C(=O)/C=C/C2=CC=CC=C2.C1=CC=C(C=C1)/C=C/C(=O)/C=C/C2=CC=CC=C2.C1=CC=C(C=C1)/C=C/C(=O)/C=C/C2=CC=CC=C2.C(Cl)(Cl)Cl.[Pd].[Pd] (tris(dibenzylideneacetone)dipalladium (0)-chloroform adduct). Solvent: C(C)(=O)OCC (ethyl acetate). Run at temperature 70 celsius, time 3 hour. Yields the product BrC=1C=CC(=NC1)N(C)CC (5-bromo-N-ethyl-N-methylpyridin-2-amine). Yield: 66.7%. As a reaction SMILES: CC(C)([O-])C.[Na+].Br[C:8]1[CH:13]=[CH:12][C:11]([Br:14])=[CH:10][N:9]=1.C1(C)C=CC=CC=1.[CH3:22][NH:23][CH2:24][CH3:25]>C1C=CC(/C=C/C(/C=C/C2C=CC=CC=2)=O)=CC=1.C1C=CC(/C=C/C(/C=C/C2C=CC=CC=2)=O)=CC=1.C1C=CC(/C=C/C(/C=C/C2C=CC=CC=2)=O)=CC=1.C(Cl)(Cl)Cl.[Pd].[Pd].C(OCC)(=O)C>[Br:14][C:11]1[CH:12]=[CH:13][C:8]([N:23]([CH2:24][CH3:25])[CH3:22])=[N:9][CH:10]=1 |f:0.1,5.6.7.8.9.10|. Procedure: To a mixture of 4,5-bis(diphenylphosphino)-9,9′-dimethylxanthene (293 mg, 0.51 mmol), tris(dibenzylideneacetone)dipalladium (0)-chloroform adduct (174 mg, 0.17 mmol), sodium t-butoxide (974 mg, 10.0 mmol), 2,5-dibromopyridine (2.0 g, 8.44 mmol) and anhydrous toluene (30 ml) was added N-methylethylamine (1.09 ml, 12.7 mmol). The mixture was heated to 70° C., and the mixture was stirred for 3 hrs. The reaction mixture was cooled to room temperature, ethyl acetate was added, and the mixture was was... The reactants are CS(C)=O, CCOC(C)=O, CCN(C(C)C)C(C)C, COC(=O)CNC(=O)C1=C(O)c2cc(Cl)ccc2C2(CCNCC2)C1=O, Cl, CN(C)C=O, CN(C)C=O, O=C(O)c1ccccc1. The product is COC(=O)CNC(=O)C1=C(O)c2cc(Cl)ccc2C2(CCN(C(=O)c3ccccc3)CC2)C1=O. Reaction SMILES: [CH3:51][S:52]([CH3:53])=[O:54].[CH3:60][CH2:61][O:62][C:63]([CH3:64])=[O:65].[CH:28]([N:29]([CH2:30][CH3:31])[CH:32]([CH3:33])[CH3:34])([CH3:35])[CH3:36].[Cl:2][c:3]1[cH:4][c:5]2[c:10]([cH:11][cH:12]1)[C:9]1([C:8](=[O:18])[C:7]([C:19](=[O:20])[NH:21][CH2:22][C:23](=[O:24])[O:25][CH3:26])=[C:6]2[OH:27])[CH2:13][CH2:14][NH:15][CH2:16][CH2:17]1.[ClH:1].[O:46]=[CH:47][N:48]([CH3:49])[CH3:50].[O:55]=[CH:56][N:57]([CH3:58])[CH3:59].[OH:37][C:38](=[O:39])[c:40]1[cH:41][cH:42][cH:43][cH:44][cH:45]1>>[Cl:2][c:3]1[cH:4][c:5]2[c:10]([cH:11][cH:12]1)[C:9]1([C:8](=[O:18])[C:7]([C:19](=[O:20])[NH:21][CH2:22][C:23](=[O:24])[O:25][CH3:26])=[C:6]2[OH:27])[CH2:13][CH2:14][N:15]([C:38](=[O:37])[c:40]2[cH:41][cH:42][cH:43][cH:44][cH:45]2)[CH2:16][CH2:17]1. Reactants: [Cl-], Cl, CC(N1CCN(c2ccc(-n3cnnn3)cc2)C1=O)C(O)(C[NH+]1CN(COC(=O)OCC2COC(C)(C)O2)C=N1)c1ccc(F)cc1F, C1CCOC1. The product is [Cl-], CC(N1CCN(c2ccc(-n3cnnn3)cc2)C1=O)C(O)(C[NH+]1CN(COC(=O)OCC(O)CO)C=N1)c1ccc(F)cc1F. As a reaction SMILES: [Cl-:1].[ClH:50].[F:2][c:3]1[c:4]([C:10]([CH2:11][NH+:12]2[N:13]=[CH:14][N:15]([CH2:17][O:18][C:19](=[O:20])[O:21][CH2:22][CH:23]3[O:24][C:25]([CH3:28])([CH3:29])[O:26][CH2:27]3)[CH2:16]2)([CH:30]([CH3:31])[N:32]2[C:33](=[O:48])[N:34]([c:37]3[cH:38][cH:39][c:40](-[n:43]4[n:44][n:45][n:46][cH:47]4)[cH:41][cH:42]3)[CH2:35][CH2:36]2)[OH:49])[cH:5][cH:6][c:7]([F:9])[cH:8]1.[O:51]1[CH2:52][CH2:53][CH2:54][CH2:55]1>>[Cl-:1].[F:2][c:3]1[c:4]([C:10]([CH2:11][NH+:12]2[N:13]=[CH:14][N:15]([CH2:17][O:18][C:19](=[O:20])[O:21][CH2:22][CH:23]([OH:24])[CH2:27][OH:26])[CH2:16]2)([CH:30]([CH3:31])[N:32]2[C:33](=[O:48])[N:34]([c:37]3[cH:38][cH:39][c:40](-[n:43]4[n:44][n:45][n:46][cH:47]4)[cH:41][cH:42]3)[CH2:35][CH2:36]2)[OH:49])[cH:5][cH:6][c:7]([F:9])[cH:8]1.